Dataset: the Open Reaction Database (ORD), a public repository of structured organic reaction records. Task: describe an organic reaction: reactants, conditions, products, and yield The reactants are CS(=O)(=O)C1=NN=C(S1)N=C=O (5-Methylsulfonyl-1,3,4-thiadiazol-2-yl isocyanate), C(CCC)NN (n-butylhydrazine), NN (hydrazine). Solvent: C(Cl)Cl (methylene chloride). Yields the product C(CCC)N(N)C(=O)NC=1SC(=NN1)S(=O)(=O)C (2-n-butyl-4-(5-methylsulfonyl-1,3,4-thiadiazol-2-yl)semicarbazide). Reaction SMILES: [CH2:1]([NH:5][NH2:6])[CH2:2][CH2:3][CH3:4].[CH3:7][S:8]([C:11]1[S:15][C:14]([N:16]=[C:17]=[O:18])=[N:13][N:12]=1)(=[O:10])=[O:9].NN>C(Cl)Cl>[CH2:1]([N:5]([C:17]([NH:16][C:14]1[S:15][C:11]([S:8]([CH3:7])(=[O:10])=[O:9])=[N:12][N:13]=1)=[O:18])[NH2:6])[CH2:2][CH2:3][CH3:4]. Procedure: A solution of n-butylhydrazine (0.3 mole) in methylene chloride (150 ml) is charged into a glass reaction vessel equipped with a mechanical stirrer, thermometer and reflux condenser. 5-Methylsulfonyl-1,3,4-thiadiazol-2-yl isocyanate dimer (0.1 mole) is then added, with stirring, at room temperature. After the addition is completed the reaction mixture is heated at reflux for a period of about 4 hours. After this time the reaction mixture is stripped of solvent and excess hydrazine to yield the d...